Dataset: the Open Reaction Database (ORD), a public repository of structured organic reaction records. Task: describe an organic reaction: reactants, conditions, products, and yield Procedure details: LiBH4 (13.3 mg, 0.613 mmol) was diluted with THF (1 mL) followed by the dropwise addition of chlorotrimethylsilane (155 μl, 1.23 mmol). After stirring for 15 minutes, argon was bubbled through the reaction mixture for 2 minutes to eliminate any trimethylsilane in the reaction. (E)-N,N-dimethyl-3-(2-nitrovinyl)-6-(trifluoromethyl)pyridin-2-amine (40 mg, 0.153 mmol) was added (in 500 μL of THF, gas evolution occurred). The reaction was heated to reflux for 2 hours, cooled to 0° C. and carefully qu... Solvent: C1CCOC1 (THF), C1CCOC1 (THF). As a reaction SMILES: [Li+].[BH4-].Cl[Si](C)(C)C.[CH3:8][N:9]([CH3:25])[C:10]1[C:15](/[CH:16]=[CH:17]/[N+:18]([O-])=O)=[CH:14][CH:13]=[C:12]([C:21]([F:24])([F:23])[F:22])[N:11]=1>C1COCC1>[NH2:18][CH2:17][CH2:16][C:15]1[C:10]([N:9]([CH3:8])[CH3:25])=[N:11][C:12]([C:21]([F:22])([F:23])[F:24])=[CH:13][CH:14]=1 |f:0.1|. Reaction conditions: temperature 0 celsius, time 15 minute. Isolated yield 56.1%. Reactants: Cl[Si](C)(C)C (chlorotrimethylsilane), [Li+].[BH4-] (LiBH4), CN(C1=NC(=CC=C1\C=C\[N+](=O)[O-])C(F)(F)F)C ((E)-N,N-dimethyl-3-(2-nitrovinyl)-6-(trifluoromethyl)pyridin-2-amine). Product: NCCC=1C(=NC(=CC1)C(F)(F)F)N(C)C (3-(2-aminoethyl)-N,N-dimethyl-6-(trifluoromethyl)pyridin-2-amine).